Dataset: the Open Reaction Database (ORD), a public repository of structured organic reaction records. Task: describe an organic reaction: reactants, conditions, products, and yield Starting materials: COC(=O)c1ccc(C)c(C#N)c1, CCOC(C)=O, ClCCl, O. Product: COC(=O)c1ccc(C)c(C=O)c1. RXN SMILES: [C:1](#[N:2])[c:3]1[cH:4][c:5]([C:6](=[O:7])[O:8][CH3:9])[cH:10][cH:11][c:12]1[CH3:13].[CH3:15][CH2:16][O:17][C:18]([CH3:19])=[O:20].[Cl:21][CH2:22][Cl:23].[OH2:14]>>[CH:1]([c:3]1[cH:4][c:5]([C:6](=[O:7])[O:8][CH3:9])[cH:10][cH:11][c:12]1[CH3:13])=[O:17]. The reactants are COC1=CC=C(COC2=CC=C(C=C2)C2=NN=NN2)C=C1 (5-[4-(4-methoxy benzyloxy) phenyl] tetrazole), BrCCO (2-bromo ethanol). Run in C(CC)O (n-propanol). Product: COC1=CC=C(COC2=CC=C(C=C2)C2=NN=NN2CCO)C=C1 (5-[4-(4-methoxy benzyloxy) phenyl] 1-tetrazole ethanol). RXN SMILES: [CH3:1][O:2][C:3]1[CH:21]=[CH:20][C:6]([CH2:7][O:8][C:9]2[CH:14]=[CH:13][C:12]([C:15]3[NH:19][N:18]=[N:17][N:16]=3)=[CH:11][CH:10]=2)=[CH:5][CH:4]=1.Br[CH2:23][CH2:24][OH:25]>C(O)CC>[CH3:1][O:2][C:3]1[CH:4]=[CH:5][C:6]([CH2:7][O:8][C:9]2[CH:14]=[CH:13][C:12]([C:15]3[N:19]([CH2:23][CH2:24][OH:25])[N:18]=[N:17][N:16]=3)=[CH:11][CH:10]=2)=[CH:20][CH:21]=1. Procedure: To 30 ml of n-propanol are added 10-2 mole of 5-[4-(4-methoxy benzyloxy) phenyl] tetrazole and 10-2 mole of 2-bromo ethanol. The mixture is heated to reflux for 25 hours. The solvent is evaporated and the residue taken up in 100 ml of hot ether. The etherated solution is washed with 0.5N NaOH, then with water. After drying on sodium sulfate, the etherated phase is concentrated. The compound of code number 42 is obtained after recrystallization in methanol. The recrystallization solvent is concen... Starting materials: C=1C=CC2=C(C1)N=NN2O (HOBT), Cl (HCl), CN1CCOCC1 (N-methylmorpholine), C(C1=CC=CC=C1)OC(CN1C(=C(N=C(C1=O)NCCC1=CC(=CC=C1)CN(C)C)Cl)C)=O (Benzyl-2-[3-chloro-5-(3-[(dimethylamino)methyl]phenethylamino)-2-methyl-6-oxo-1(6H)-pyrazinyl]acetate), N1C=CC2=CC(=CC=C12)CN (1H-indol-5-ylmethylamine), crude mixture. The reagents and catalysts are [OH-].[OH-].[Pd+2] (Pearlman's catalyst). Solvent: CN(C)C=O (DMF), CO.O (methanol water). Reaction conditions: time 2.5 hour. The product is CN(C)CC=1C=C(CCNC=2C(N(C(=CN2)C)CC(=O)O)=O)C=CC1 (2-[3-(3-[(Dimethylamino)methyl]phenethylamino)6-methyl-2-oxo-1(2H)-pyrazinyl]acetic Acid). Isolated yield 10.0%. RXN SMILES: C([O:8][C:9](=[O:33])[CH2:10][N:11]1[C:16](=[O:17])[C:15]([NH:18][CH2:19][CH2:20][C:21]2[CH:26]=[CH:25][CH:24]=[C:23]([CH2:27][N:28]([CH3:30])[CH3:29])[CH:22]=2)=[N:14][C:13](Cl)=[C:12]1[CH3:32])C1C=CC=CC=1.N1C2C(=CC(CN)=CC=2)C=C1.C1C=CC2N(O)N=NC=2C=1.Cl.CN1CCOCC1>CO.O.[OH-].[OH-].[Pd+2].CN(C=O)C>[CH3:29][N:28]([CH2:27][C:23]1[CH:22]=[C:21]([CH:26]=[CH:25][CH:24]=1)[CH2:20][CH2:19][NH:18][C:15]1[C:16](=[O:17])[N:11]([CH2:10][C:9]([OH:33])=[O:8])[C:12]([CH3:32])=[CH:13][N:14]=1)[CH3:30] |f:5.6,7.8.9|. Procedure: Benzyl-2-[3-chloro-5-(3-[(dimethylamino)methyl]phenethylamino)-2-methyl-6-oxo-1(6H)-pyrazinyl]acetate (preparation 20) (137 mg, 0.29 mmol) was dissolved in methanol:water (10:2, 20 ml), treated with Pearlman's catalyst (10 mg) and stirred under a hydrogen atmosphere (60 psi, room temperature, 2.5 hr). The catalyst was removed by filtration, followed by evaporation of the solvent and azeotroping with CH2Cl2 to yield a crude yellow solid. To the crude mixture, 1H-indol-5-ylmethylamine (preparation... Starting materials: N#Cc1ccc(C2CCC(CCC=O)CC2)cc1, COC[P+](c1ccccc1)(c1ccccc1)c1ccccc1, COC(C)(C)C, [Cl-], O. The product is COC=CCCC1CCC(c2ccc(C#N)cc2)CC1. As a reaction SMILES: [C:24](#[N:25])[c:26]1[cH:27][cH:28][c:29]([CH:32]2[CH2:33][CH2:34][CH:35]([CH2:38][CH2:39][CH:40]=[O:41])[CH2:36][CH2:37]2)[cH:30][cH:31]1.[CH3:2][O:3][CH2:4][P+:5]([c:6]1[cH:7][cH:8][cH:9][cH:10][cH:11]1)([c:12]1[cH:13][cH:14][cH:15][cH:16][cH:17]1)[c:18]1[cH:19][cH:20][cH:21][cH:22][cH:23]1.[CH3:43][O:44][C:45]([CH3:46])([CH3:47])[CH3:48].[Cl-:1].[OH2:42]>>[CH3:2][O:3][CH:4]=[CH:40][CH2:39][CH2:38][CH:35]1[CH2:34][CH2:33][CH:32]([c:29]2[cH:28][cH:27][c:26]([C:24]#[N:25])[cH:31][cH:30]2)[CH2:37][CH2:36]1.